From a dataset of the Open Reaction Database (ORD), a public repository of structured organic reaction records. describe an organic reaction: reactants, conditions, products, and yield The reactants are [H-].[Na+] (Sodium hydride), CN(C)C=O (DMF), COC1=C2CCC(NC2=C(C=C1)C1=CC=CC=C1)=O (5-methoxy-8-phenyl-3,4-dihydro-1H-quinolin-2-one), BrCC1=CC=C(C=C1)C1=CC=CC=C1 (4-Bromomethylbiphenyl). Run in C(C)(=O)OCC (ethyl acetate), O (Water). Reaction conditions: time 30 minute. Product: C1(=CC=C(C=C1)CN1C(CCC2=C(C=CC(=C12)C1=CC=CC=C1)OC)=O)C1=CC=CC=C1 (1-(biphenyl-4-ylmethyl)-5-methoxy-8-phenyl-3,4-dihydro-1H-quinolin-2-one). Yield: 82.1%. As a reaction SMILES: [H-].[Na+].CN(C=O)C.[CH3:8][O:9][C:10]1[CH:19]=[CH:18][C:17]([C:20]2[CH:25]=[CH:24][CH:23]=[CH:22][CH:21]=2)=[C:16]2[C:11]=1[CH2:12][CH2:13][C:14](=[O:26])[NH:15]2.Br[CH2:28][C:29]1[CH:34]=[CH:33][C:32]([C:35]2[CH:40]=[CH:39][CH:38]=[CH:37][CH:36]=2)=[CH:31][CH:30]=1>C(OCC)(=O)C.O>[C:32]1([C:35]2[CH:36]=[CH:37][CH:38]=[CH:39][CH:40]=2)[CH:31]=[CH:30][C:29]([CH2:28][N:15]2[C:16]3[C:11](=[C:10]([O:9][CH3:8])[CH:19]=[CH:18][C:17]=3[C:20]3[CH:25]=[CH:24][CH:23]=[CH:22][CH:21]=3)[CH2:12][CH2:13][C:14]2=[O:26])=[CH:34][CH:33]=1 |f:0.1|. Procedure details: Sodium hydride (60% in oil) (0.87 g) was added at 0° C. to a DMF solution (50 ml) of 5-methoxy-8-phenyl-3,4-dihydro-1H-quinolin-2-one (5.0 g), followed by stirring for 30 minutes. 4-Bromomethylbiphenyl (5.37 g) was added, and the resulting mixture was stirred at room temperature for 1 hour. Water was added to the reaction mixture, and extraction with ethyl acetate was performed. The extract was washed with a saturated sodium chloride solution, dried over anhydrous magnesium sulfate, and concentr... Starting materials: C(C)OCC=1N(C2=C(C=NC=3C=CC=CC23)N1)N (2-ethoxymethyl-1H-imidazo[4,5-c]quinolin-1-amine), C(C)OC(CCNC(OC(C)(C)C)=O)OCC (tert-butyl (3,3-diethoxypropyl)carbamate). The solvent is C(C)#N (acetonitrile), C(C)(=O)O (acetic acid). Reaction conditions: time 15 hour. Yields the product C(C)OCC=1N(C2=C(C=NC=3C=CC=CC23)N1)N=CCCNC(OC(C)(C)C)=O (tert-butyl {3-[(2-ethoxymethyl-1H-imidazo[4,5-c]quinolin-1-yl)imino]propyl}carbamate). Isolated yield 99.9%. Reaction SMILES: [CH2:1]([O:3][CH2:4][C:5]1[N:6]([NH2:18])[C:7]2[C:16]3[CH:15]=[CH:14][CH:13]=[CH:12][C:11]=3[N:10]=[CH:9][C:8]=2[N:17]=1)[CH3:2].C(O[CH:22](OCC)[CH2:23][CH2:24][NH:25][C:26](=[O:32])[O:27][C:28]([CH3:31])([CH3:30])[CH3:29])C>C(#N)C.C(O)(=O)C>[CH2:1]([O:3][CH2:4][C:5]1[N:6]([N:18]=[CH:22][CH2:23][CH2:24][NH:25][C:26](=[O:32])[O:27][C:28]([CH3:31])([CH3:30])[CH3:29])[C:7]2[C:16]3[CH:15]=[CH:14][CH:13]=[CH:12][C:11]=3[N:10]=[CH:9][C:8]=2[N:17]=1)[CH3:2]. Procedure: A solution of 2-ethoxymethyl-1H-imidazo[4,5-c]quinolin-1-amine (1.00 g, 4.13 mmol) in 20 mL of acetonitrile and 5 mL of glacial acetic acid was treated with tert-butyl (3,3-diethoxypropyl)carbamate (2.55 g, 10.3 mmol) and heated to reflux under an atmosphere of nitrogen. After 15 h, the reaction mixture was concentrated under reduced pressure to yield a brown oil. The oil was partitioned between CHCl3 and saturated NaHCO3 solution and the phases were separated. The organic portion was washed wit... Starting materials: COC1=CC=C(C=C1)[Mg]Br (4-methoxyphenylmagnesium bromide), BrC1=C(C#N)C=CC=C1 (2-bromobenzonitrile), C1(=CC=CC=C1)P(C1=CC=CC=C1)C1=CC=CC=C1 (triphenylphosphine), O (water). Reagents/catalysts: [Pd](Cl)Cl (palladium (II) chloride). Solvent: O1CCCC1 (tetrahydrofuran), O1CCCC1 (tetrahydrofuran). Product: COC1=CC=C(C=C1)C=1C(=CC=CC1)C#N (4'-methoxybiphenyl-2-carbonitrile). Isolated yield 94.0%. As a reaction SMILES: [CH3:1][O:2][C:3]1[CH:8]=[CH:7][C:6]([Mg]Br)=[CH:5][CH:4]=1.Br[C:12]1[CH:19]=[CH:18][CH:17]=[CH:16][C:13]=1[C:14]#[N:15].C1(P(C2C=CC=CC=2)C2C=CC=CC=2)C=CC=CC=1.O>O1CCCC1.[Pd](Cl)Cl>[CH3:1][O:2][C:3]1[CH:8]=[CH:7][C:6]([C:12]2[C:13]([C:14]#[N:15])=[CH:16][CH:17]=[CH:18][CH:19]=2)=[CH:5][CH:4]=1. Procedure details: 4-methoxyphenylmagnesium bromide (280 g, 15% solution in tetrahydrofuran) is added dropwise over seven hours to a refluxing solution of 2-bromobenzonitrile (32 g), palladium (II) chloride (1.3 g) and triphenylphosphine (3.8 g) in tetrahydrofuran (210 ml). [HPLC: yield 94-95%]. After cooling to room temperature and the addition of water (50 ml), tetrahydrofuran is removed under vacuum. The residue is extracted with toluene (230 ml). Insoluble material is filtered off and the solvent distilled off... Reactants: Brc1cccc(Br)c1, CCCC[Sn](CCCC)(CCCC)c1ccco1, Cc1ccccc1. Product: Brc1cccc(-c2ccco2)c1. As a reaction SMILES: [Br:1][c:2]1[cH:3][cH:4][cH:5][c:6]([Br:7])[cH:8]1.[CH2:9]([Sn:10]([CH2:11][CH2:12][CH2:13][CH3:19])([c:14]1[o:15][cH:16][cH:17][cH:18]1)[CH2:20][CH2:21][CH2:22][CH3:23])[CH2:24][CH2:25][CH3:26].[CH3:27][c:28]1[cH:29][cH:30][cH:31][cH:32][cH:33]1>>[c:2]1(-[c:14]2[o:15][cH:16][cH:17][cH:18]2)[cH:3][cH:4][cH:5][c:6]([Br:7])[cH:8]1.